Dataset: the Open Reaction Database (ORD), a public repository of structured organic reaction records. Task: describe an organic reaction: reactants, conditions, products, and yield Reactants: ClCC(=O)NC(=O)NC1=CC=C(C=C1)C(C(F)(F)F)(C(F)(F)F)O (1-(2-chloroacetyl)-3-[4-(hexafluoro-2-hydroxy-2-propyl)phenyl] urea), CC(C)([O-])C.[K+] (potassium t-butoxide). Run in C(OC)COC (dimethoxyethane). Run at time 16 hour. Yields the product FC(C(C(F)(F)F)(O)C1=CC=C(NC=2OCC(N2)=O)C=C1)(F)F (2-[4-(Hexafluoro-2-Hydroxy-2-Propyl)Anilino]-2-Oxazolin-4-One). As a reaction SMILES: Cl[CH2:2][C:3]([NH:5][C:6]([NH:8][C:9]1[CH:14]=[CH:13][C:12]([C:15]([OH:24])([C:20]([F:23])([F:22])[F:21])[C:16]([F:19])([F:18])[F:17])=[CH:11][CH:10]=1)=[O:7])=[O:4].CC(C)([O-])C.[K+]>C(COC)OC>[F:17][C:16]([F:19])([F:18])[C:15]([C:12]1[CH:13]=[CH:14][C:9]([NH:8][C:6]2[O:7][CH2:2][C:3](=[O:4])[N:5]=2)=[CH:10][CH:11]=1)([OH:24])[C:20]([F:23])([F:22])[F:21] |f:1.2|. Reported procedure: To 1-(2-chloroacetyl)-3-[4-(hexafluoro-2-hydroxy-2-propyl)phenyl] urea (9.7 gm., 0.026 mole) in dimethoxyethane (500 ml) add potassium t-butoxide (5.7 gm., 0.051 mole). Stir 16 hr., concentrate, add water, acidify with conc. HCl, neutralize with sodium bicarbonate and extract with ether. Dry, concentrate, and recrystallize the residue from ether, to obtain the product, m.p. 272°-274° C. The reactants are CC(C)OC(=O)/N=N/C(=O)OC(C)C (DIAD), C(C)OC(=O)C1(C(C1)C=C)NC(=O)C1C(CC(C1)O)C(N(C)CCCCC=C)=O (1-{[2-(Hex-5-enyl-methyl-carbamoyl)-4-hydroxy-cyclopentanecarbonyl]-amino}-2-vinyl-cyclopropanecarboxylic acid ethyl ester), OC1=NC(=NC2=C(C(=CC=C12)OC)C)N1N=C(C=C1)C(C)C (4-Hydroxy-2-(3-isopropylpyrazol-1-yl)-7-methoxy-8-methylquinazoline), C1(=CC=CC=C1)P(C1=CC=CC=C1)C1=CC=CC=C1 (triphenyl-phosphine). Solvent: CN(C)C=O (DMF). Reaction conditions: time 2 hour. The product is C(C)OC(=O)C1(C(C1)C=C)NC(=O)C1C(CC(C1)OC1=NC(=NC2=C(C(=CC=C12)OC)C)N1N=C(C=C1)C(C)C)C(N(C)CCCCC=C)=O (1-({2-(Hex-5-enyl-methyl-carbamoyl)-4-[2-(3-isopropyl-pyrazol-1-yl)-7-methoxy-8-methyl-quinazolin-4-yloxy]-cyclopentanecarbonyl}-amino)-2-vinyl-cyclopropane-carboxylic acid ethyl ester). Yield: 37.2%. RXN SMILES: CC(OC(/N=N/C(OC(C)C)=O)=O)C.[CH2:15]([O:17][C:18]([C:20]1([NH:25][C:26]([CH:28]2[CH2:32][CH:31]([OH:33])[CH2:30][CH:29]2[C:34](=[O:43])[N:35]([CH2:37][CH2:38][CH2:39][CH2:40][CH:41]=[CH2:42])[CH3:36])=[O:27])[CH2:22][CH:21]1[CH:23]=[CH2:24])=[O:19])[CH3:16].O[C:45]1[C:54]2[C:49](=[C:50]([CH3:57])[C:51]([O:55][CH3:56])=[CH:52][CH:53]=2)[N:48]=[C:47]([N:58]2[CH:62]=[CH:61][C:60]([CH:63]([CH3:65])[CH3:64])=[N:59]2)[N:46]=1.C1(P(C2C=CC=CC=2)C2C=CC=CC=2)C=CC=CC=1>CN(C=O)C>[CH2:15]([O:17][C:18]([C:20]1([NH:25][C:26]([CH:28]2[CH2:32][CH:31]([O:33][C:45]3[C:54]4[C:49](=[C:50]([CH3:57])[C:51]([O:55][CH3:56])=[CH:52][CH:53]=4)[N:48]=[C:47]([N:58]4[CH:62]=[CH:61][C:60]([CH:63]([CH3:65])[CH3:64])=[N:59]4)[N:46]=3)[CH2:30][CH:29]2[C:34](=[O:43])[N:35]([CH2:37][CH2:38][CH2:39][CH2:40][CH:41]=[CH2:42])[CH3:36])=[O:27])[CH2:22][CH:21]1[CH:23]=[CH2:24])=[O:19])[CH3:16]. Procedure: DIAD (280 μL, 1.42 mmol) was added at −20° C. under nitrogen atmosphere to a solution of the alcohol (143) (367 mg, 0.90 mmol), 4-hydroxy-2-(3-isopropylpyrazol-1-yl)-7-methoxy-8-methylquinazoline (141) (270 mg, 0.90 mmol) and triphenyl-phosphine (288 mg, 1.42 mmol) in dry DMF (35 mL). After 2 h, the solution was warmed up to room temperature. After 12 h, the reaction mixture was partitioned between ice-cold water and ether, organic layer was dried (Na2SO4) and evaporated. The residue was purifie...